Dataset: the Open Reaction Database (ORD), a public repository of structured organic reaction records. Task: describe an organic reaction: reactants, conditions, products, and yield The reactants are CSSC, ClCCCl, Cc1ccc(N)cc1F, CC(C)(C)ON=O, O. Product: CSc1ccc(C)c(F)c1. RXN SMILES: [CH3:10][S:11][S:12][CH3:13].[Cl:22][CH2:23][CH2:24][Cl:25].[F:1][c:2]1[cH:3][c:4]([NH2:5])[cH:6][cH:7][c:8]1[CH3:9].[N:14]([O:15][C:16]([CH3:17])([CH3:18])[CH3:19])=[O:20].[OH2:21]>>[F:1][c:2]1[cH:3][c:4]([S:11][CH3:10])[cH:6][cH:7][c:8]1[CH3:9]. The reactants are C1(CC1)C(=O)C1=CC=C(C=C1)O (Cyclopropyl(4-hydroxyphenyl)methanone), C(=O)([O-])[O-].[K+].[K+] (K2CO3), BrCCCCl (1-bromo-3-chloropropane). The solvent is CC(CC)=O (2-butanone). The product is ClCCCOC1=CC=C(C=C1)C(=O)C1CC1 ((4-(3-chloropropoxy)phenyl)(cyclopropyl)methanone). The yield is 90.0%. RXN SMILES: [CH:1]1([C:4]([C:6]2[CH:11]=[CH:10][C:9]([OH:12])=[CH:8][CH:7]=2)=[O:5])[CH2:3][CH2:2]1.C([O-])([O-])=O.[K+].[K+].Br[CH2:20][CH2:21][CH2:22][Cl:23]>CC(=O)CC>[Cl:23][CH2:22][CH2:21][CH2:20][O:12][C:9]1[CH:8]=[CH:7][C:6]([C:4]([CH:1]2[CH2:2][CH2:3]2)=[O:5])=[CH:11][CH:10]=1 |f:1.2.3|. Reported procedure: A solution of Example 1A (10 g, 61.7 mmol), K2CO3 (12.7 g, 91.9 mmol), and 1-bromo-3-chloropropane (10.74 g, 68.2 mmol) in 2-butanone (100 mL) was refluxed for 24 hours, cooled to room temperature, filtered, and concentrated. The concentrate was heated to 40° C. under vacuum for three hours to afford 13.256 g (90%) of the desired product of sufficient purity for subsequent use without further purification. Starting materials: [H-].[Al+3].[Li+].[H-].[H-].[H-] (lithium aluminum hydride), C1C=CC2=CC=CC(=C12)OCC1CN(C(CO1)=O)CCC (2-(7-indenyloxymethyl)-4-propylmorpholin-5-one). Run in O1CCCC1 (tetrahydrofuran), O1CCCC1 (tetrahydrofuran). Yields the product C1C=CC2=CC=CC(=C12)OCC1CN(CCO1)CCC (2-(7-indenyloxymethyl)-4-propylmorpholine). The yield is 89.5%. Reaction SMILES: [H-].[Al+3].[Li+].[H-].[H-].[H-].[CH2:7]1[C:15]2[C:10](=[CH:11][CH:12]=[CH:13][C:14]=2[O:16][CH2:17][CH:18]2[O:23][CH2:22][C:21](=O)[N:20]([CH2:25][CH2:26][CH3:27])[CH2:19]2)[CH:9]=[CH:8]1>O1CCCC1>[CH2:7]1[C:15]2[C:10](=[CH:11][CH:12]=[CH:13][C:14]=2[O:16][CH2:17][CH:18]2[O:23][CH2:22][CH2:21][N:20]([CH2:25][CH2:26][CH3:27])[CH2:19]2)[CH:9]=[CH:8]1 |f:0.1.2.3.4.5|. Reported procedure: In 50 ml. of anhydrous tetrahydrofuran was suspended 0.5 g. of lithium aluminum hydride and after adding slowly to the suspension a solution prepared by dissolving 2.0 g. of 2-(7-indenyloxymethyl)-4-propylmorpholin-5-one in 10 ml. of anhydrous tetrahydrofuran, the mixture was treated in a similar manner as in Example 1 to provide 1.7 g. (yield 89.5%) of oily 2-(7-indenyloxymethyl)-4-propylmorpholine. Reactants: CN(C)C=O, Cc1nc(Cl)c([N+](=O)[O-])c(N2CCc3ccccc3CC2)n1, [H-], [Na+], OCCCc1ccccn1. Yields the product Cc1nc(OCCCc2ccccn2)c([N+](=O)[O-])c(N2CCc3ccccc3CC2)n1. RXN SMILES: [CH3:35][N:36]([CH3:37])[CH:38]=[O:39].[Cl:1][c:2]1[c:3]([N+:20](=[O:21])[O-:22])[c:4]([N:9]2[CH2:10][CH2:11][c:12]3[c:13]([cH:16][cH:17][cH:18][cH:19]3)[CH2:14][CH2:15]2)[n:5][c:6]([CH3:8])[n:7]1.[H-:33].[Na+:34].[n:23]1[c:24]([CH2:29][CH2:30][CH2:31][OH:32])[cH:25][cH:26][cH:27][cH:28]1>>[c:2]1([O:32][CH2:31][CH2:30][CH2:29][c:24]2[n:23][cH:28][cH:27][cH:26][cH:25]2)[c:3]([N+:20](=[O:21])[O-:22])[c:4]([N:9]2[CH2:10][CH2:11][c:12]3[c:13]([cH:16][cH:17][cH:18][cH:19]3)[CH2:14][CH2:15]2)[n:5][c:6]([CH3:8])[n:7]1.